The task is: describe an organic reaction: reactants, conditions, products, and yield. This data is from the Open Reaction Database (ORD), a public repository of structured organic reaction records. Procedure: To a mixture of 7-[2-(4-chlorophenoxy)ethyl]-1,2,3,4-tetramethoxy-6,7,8,9-tetrahydro-5H-benzo[a]cycloheptene (1.38 g), 2,6-pyridinedicarboxylic acid (1.64 g), THF (52 ml), and water (13 ml) was dropwise added a solution of CAN (7.18 g) in water (13 ml) with cooling with ice. After the reaction mixture was stirred for 15 min, water was added to the reaction mixture, which was extracted with ethyl acetate. The organic layer was washed with water and saturated aqueous sodium chloride and dried. The... RXN SMILES: [Cl:1][C:2]1[CH:29]=[CH:28][C:5]([O:6][CH2:7][CH2:8][CH:9]2[CH2:15][CH2:14][C:13]3[C:16]([O:26]C)=[C:17]([O:24][CH3:25])[C:18]([O:22][CH3:23])=[C:19]([O:20]C)[C:12]=3[CH2:11][CH2:10]2)=[CH:4][CH:3]=1.N1C(C(O)=O)=CC=CC=1C(O)=O.C1COCC1.O=[N+]([O-])[O-].[O-][N+](=O)[O-].[O-][N+](=O)[O-].[O-][N+](=O)[O-].[O-][N+](=O)[O-].[O-][N+](=O)[O-].[Ce+4].[NH4+].[NH4+]>O>[Cl:1][C:2]1[CH:3]=[CH:4][C:5]([O:6][CH2:7][CH2:8][CH:9]2[CH2:15][CH2:14][C:13]3[C:16](=[O:26])[C:17]([O:24][CH3:25])=[C:18]([O:22][CH3:23])[C:19](=[O:20])[C:12]=3[CH2:11][CH2:10]2)=[CH:28][CH:29]=1 |f:3.4.5.6.7.8.9.10.11|. Product: ClC1=CC=C(OCCC2CCC3=C(CC2)C(C(=C(C3=O)OC)OC)=O)C=C1 (7-[2-(4-Chlorophenoxy)ethyl]-2,3-dimethoxy-4,5,6,7,8,9-hexahydro-1H-benzo[a]cycloheptene-1,4-dione). Reaction conditions: time 15 minute. The yield is 79.6%. Starting materials: O=[N+]([O-])[O-].[O-][N+]([O-])=O.[O-][N+]([O-])=O.[O-][N+]([O-])=O.[O-][N+]([O-])=O.[O-][N+]([O-])=O.[Ce+4].[NH4+].[NH4+] (CAN), ClC1=CC=C(OCCC2CCC3=C(CC2)C(=C(C(=C3OC)OC)OC)OC)C=C1 (7-[2-(4-chlorophenoxy)ethyl]-1,2,3,4-tetramethoxy-6,7,8,9-tetrahydro-5H-benzo[a]cycloheptene), N1=C(C=CC=C1C(=O)O)C(=O)O (2,6-pyridinedicarboxylic acid), C1CCOC1 (THF). Solvent: O (water), O (water), O (water). Starting materials: C1CCOC1, Cc1cc(C(=O)Cl)n(C)n1, [Cl-], Nc1ccc(C(=O)c2ccc3c(c2)NC(=O)C3)cc1. Product: Cc1cc(C(=O)Nc2ccc(C(=O)c3ccc4c(c3)NC(=O)C4)cc2)n(C)n1. As a reaction SMILES: [CH2:31]1[O:32][CH2:33][CH2:34][CH2:35]1.[CH3:1][n:2]1[n:3][c:4]([CH3:10])[cH:5][c:6]1[C:7](=[O:8])[Cl:9].[Cl-:30].[NH2:11][c:12]1[cH:13][cH:14][c:15]([C:16](=[O:17])[c:18]2[cH:19][cH:20][c:21]3[c:25]([cH:26]2)[NH:24][C:23](=[O:27])[CH2:22]3)[cH:28][cH:29]1>>[CH3:1][n:2]1[n:3][c:4]([CH3:10])[cH:5][c:6]1[C:7](=[O:8])[NH:11][c:12]1[cH:13][cH:14][c:15]([C:16](=[O:17])[c:18]2[cH:19][cH:20][c:21]3[c:25]([cH:26]2)[NH:24][C:23](=[O:27])[CH2:22]3)[cH:28][cH:29]1. Starting materials: ClCCCCOC1=C(C=C2C(=CC=NC2=C1)OC1=C(C=C(C=C1)C)C(=O)C1=CC=CC=C1)OC ((2-{[7-(4-Chlorobutoxy)-6-methoxy-4-quinolyl]oxy}-5-methylphenyl)(phenyl)methanone), O (water), N1CCOCC1 (morpholine), C([O-])([O-])=O.[K+].[K+] (potassium carbonate). Run in CN(C=O)C (N,N-dimethylformamide). Run at temperature 80 celsius, time 8 hour. Product: CC=1C=CC(=C(C1)C(=O)C1=CC=CC=C1)OC1=CC=NC2=CC(=C(C=C12)OC)OCCCCN1CCOCC1 ((5-Methyl-2-{[6-methoxy-7-(4-morpholinobutoxy)-4-quinolyl]oxy}phenyl)(phenyl)methanone). Isolated yield 54.2%. As a reaction SMILES: Cl[CH2:2][CH2:3][CH2:4][CH2:5][O:6][C:7]1[CH:16]=[C:15]2[C:10]([C:11]([O:17][C:18]3[CH:23]=[CH:22][C:21]([CH3:24])=[CH:20][C:19]=3[C:25]([C:27]3[CH:32]=[CH:31][CH:30]=[CH:29][CH:28]=3)=[O:26])=[CH:12][CH:13]=[N:14]2)=[CH:9][C:8]=1[O:33][CH3:34].[NH:35]1[CH2:40][CH2:39][O:38][CH2:37][CH2:36]1.C(=O)([O-])[O-].[K+].[K+].O>CN(C)C=O>[CH3:24][C:21]1[CH:22]=[CH:23][C:18]([O:17][C:11]2[C:10]3[C:15](=[CH:16][C:7]([O:6][CH2:5][CH2:4][CH2:3][CH2:2][N:35]4[CH2:40][CH2:39][O:38][CH2:37][CH2:36]4)=[C:8]([O:33][CH3:34])[CH:9]=3)[N:14]=[CH:13][CH:12]=2)=[C:19]([C:25]([C:27]2[CH:32]=[CH:31][CH:30]=[CH:29][CH:28]=2)=[O:26])[CH:20]=1 |f:2.3.4|. Procedure details: (2-{[7-(4-Chlorobutoxy)-6-methoxy-4-quinolyl]oxy}-5-methylphenyl)(phenyl)methanone (60 mg), morpholine (34 mg), and potassium carbonate (90 mg) were suspended in N,N-dimethylformamide (2 ml), and the suspension was stirred at 80° C. overnight. The reaction solution was cooled to room temperature, water was then added to the reaction solution, and the mixture was extracted with ethyl acetate. The ethyl acetate layer was then washed with water and saturated brine and was dried over anhydrous sodiu... The reactants are CCOC(=O)CBr, O=C([O-])[O-], CN(C)C=O, CCC12CCC(=O)C=C1c1c(cc(O)c(Cl)c1Cl)C2, [K+], [K+], O. Yields the product CCOC(=O)COc1cc2c(c(Cl)c1Cl)C1=CC(=O)CCC1(CC)C2. Reaction SMILES: [Br:20][CH2:21][C:22](=[O:23])[O:24][CH2:25][CH3:26].[C:27](=[O:28])([O-:29])[O-:30].[CH3:34][N:35]([CH3:36])[CH:37]=[O:38].[Cl:1][c:2]1[c:3]2[c:11]([cH:12][c:13]([OH:16])[c:14]1[Cl:15])[CH2:10][C:9]1([CH2:17][CH3:18])[C:4]2=[CH:5][C:6](=[O:19])[CH2:7][CH2:8]1.[K+:31].[K+:32].[OH2:33]>>[Cl:1][c:2]1[c:3]2[c:11]([cH:12][c:13]([O:16][CH2:21][C:22](=[O:23])[O:24][CH2:25][CH3:26])[c:14]1[Cl:15])[CH2:10][C:9]1([CH2:17][CH3:18])[C:4]2=[CH:5][C:6](=[O:19])[CH2:7][CH2:8]1. Reactants: CC(C)(C)c1cccc(O)c1, CC(=O)O, O, O=[N+]([O-])O. The product is CC(C)(C)c1ccc([N+](=O)[O-])c(O)c1. As a reaction SMILES: [C:1]([CH3:2])([CH3:3])([CH3:4])[c:5]1[cH:6][c:7]([OH:11])[cH:8][cH:9][cH:10]1.[CH3:12][C:13](=[O:14])[OH:15].[OH2:20].[OH:16][N+:17]([O-:18])=[O:19]>>[C:1]([CH3:2])([CH3:3])([CH3:4])[c:5]1[cH:6][c:7]([OH:11])[c:8]([N+:17](=[O:16])[O-:18])[cH:9][cH:10]1.